From a dataset of the Open Reaction Database (ORD), a public repository of structured organic reaction records. describe an organic reaction: reactants, conditions, products, and yield Starting materials: CC(=O)OC(C)=O, Cl, Cc1c(F)c(N2CCNCC2)cc2c1c(=O)c(C(=O)O)cn2C1CC1, [Na+], [OH-]. Product: CC(=O)N1CCN(c2cc3c(c(C)c2F)c(=O)c(C(=O)O)cn3C2CC2)CC1. As a reaction SMILES: [CH3:26][C:27](=[O:28])[O:29][C:30](=[O:31])[CH3:32].[ClH:33].[N:1]1([c:7]2[c:8]([F:25])[c:9]([CH3:24])[c:10]3[c:11](=[O:23])[c:12]([C:20](=[O:21])[OH:22])[cH:13][n:14]([CH:17]4[CH2:18][CH2:19]4)[c:15]3[cH:16]2)[CH2:2][CH2:3][NH:4][CH2:5][CH2:6]1.[Na+:35].[OH-:34]>>[N:1]1([c:7]2[c:8]([F:25])[c:9]([CH3:24])[c:10]3[c:11](=[O:23])[c:12]([C:20](=[O:21])[OH:22])[cH:13][n:14]([CH:17]4[CH2:18][CH2:19]4)[c:15]3[cH:16]2)[CH2:2][CH2:3][N:4]([C:27]([CH3:26])=[O:28])[CH2:5][CH2:6]1. RXN SMILES: [NH2:1][C:2]1[CH:3]=[C:4]([C:8]([C:10]2[C:18]3[CH:17]=[N:16][CH:15]=[N:14][C:13]=3[N:12]([CH3:19])[CH:11]=2)=[O:9])[CH:5]=[N:6][CH:7]=1.[Cl:20][C:21]1[CH:26]=[CH:25][CH:24]=[CH:23][C:22]=1[CH2:27][CH2:28][C:29](O)=[O:30]>>[Cl:20][C:21]1[CH:26]=[CH:25][CH:24]=[CH:23][C:22]=1[CH2:27][CH2:28][C:29]([NH:1][C:2]1[CH:7]=[N:6][CH:5]=[C:4]([C:8]([C:10]2[C:18]3[CH:17]=[N:16][CH:15]=[N:14][C:13]=3[N:12]([CH3:19])[CH:11]=2)=[O:9])[CH:3]=1)=[O:30]. Reactants: NC=1C=C(C=NC1)C(=O)C1=CN(C=2N=CN=CC21)C ((5-aminopyridin-3-yl)(7-methyl-7H-pyrrolo[2,3-d]pyrimidin-5-yl)methanone), ClC1=C(C=CC=C1)CCC(=O)O (3-(2-chlorophenyl)propanoic acid). The product is ClC1=C(C=CC=C1)CCC(=O)NC=1C=NC=C(C1)C(=O)C1=CN(C=2N=CN=CC21)C (3-(2-chlorophenyl)-N-{5-[(7-methyl-7H-pyrrolo[2,3-d]pyrimidin-5-yl)carbonyl]pyridin-3-yl}propanamide). Procedure details: The title compound was prepared according to the method described above for Example 167 starting from (5-aminopyridin-3-yl)(7-methyl-7H-pyrrolo[2,3-d]pyrimidin-5-yl)methanone (Preparation 110) and 3-(2-chlorophenyl)propanoic acid. Starting materials: CC=1NC2=CC=C(C=C2C1)N (2-methyl-1H-indol-5-ylamine), N1=CC=C(C=C1)CCNC(=O)C1=CC2=NC=CC(=C2S1)Cl (7-chloro-thieno[3,2-b]pyridine-2-carboxylic acid (2-pyridin-4-yl-ethyl)-amide). Yields the product N1=CC=C(C=C1)CCNC(=O)C1=CC2=NC=CC(=C2S1)NC=1C=C2C=C(NC2=CC1)C (7-(2-Methyl-1H-indol-5-ylamino)-thieno[3,2-b]pyridine-2-carboxylic acid (2-pyridin-4-yl-ethyl)-amide). RXN SMILES: [CH3:1][C:2]1[NH:3][C:4]2[C:9]([CH:10]=1)=[CH:8][C:7]([NH2:11])=[CH:6][CH:5]=2.[N:12]1[CH:17]=[CH:16][C:15]([CH2:18][CH2:19][NH:20][C:21]([C:23]2[S:31][C:30]3[C:25](=[N:26][CH:27]=[CH:28][C:29]=3Cl)[CH:24]=2)=[O:22])=[CH:14][CH:13]=1>>[N:12]1[CH:17]=[CH:16][C:15]([CH2:18][CH2:19][NH:20][C:21]([C:23]2[S:31][C:30]3[C:25](=[N:26][CH:27]=[CH:28][C:29]=3[NH:11][C:7]3[CH:8]=[C:9]4[C:4](=[CH:5][CH:6]=3)[NH:3][C:2]([CH3:1])=[CH:10]4)[CH:24]=2)=[O:22])=[CH:14][CH:13]=1. Procedure: The title compound was prepared from 2-methyl-1H-indol-5-ylamine and 7-chloro-thieno[3,2-b]pyridine-2-carboxylic acid (2-pyridin-4-yl-ethyl)-amide by a procedure analogous to Example 1C. MS: 428 (MH+); HPLC Rf: 4.09 min.; HPLC purity 99%. The reactants are N1C(NC(C1)=O)=O (2,4-imidazolidinedione), N1CCCC1 (pyrrolidine), CC=1C(=CC=2C(CCC(C2C1)(C)C)(C)C)C=1C=C(C=O)C=CC1OC (3-(3,5,5,8,8-pentamethyl-5,6,7,8-tetrahydronaphthalen-2-yl)-4-methoxy-benzaldehyde). The solvent is C(C)O (ethanol). The product is CC=1C(=CC=2C(CCC(C2C1)(C)C)(C)C)C=1C=C(C=C2C(NC(N2)=O)=O)C=CC1OC (3-(3,5,5,8,8-Pentamethyl-5,6,7,8-tetrahydro-2-naphthyl)-4-methoxybenzylidene-2,4-imidazolidinedione), solid. Yield: 65.0%. Reaction SMILES: [NH:1]1[CH2:5][C:4](=[O:6])[NH:3][C:2]1=[O:7].N1CCCC1.[CH3:13][C:14]1[C:15]([C:28]2[CH:29]=[C:30]([CH:33]=[CH:34][C:35]=2[O:36][CH3:37])[CH:31]=O)=[CH:16][C:17]2[C:18]([CH3:27])([CH3:26])[CH2:19][CH2:20][C:21]([CH3:25])([CH3:24])[C:22]=2[CH:23]=1>C(O)C>[CH3:13][C:14]1[C:15]([C:28]2[CH:29]=[C:30]([CH:33]=[CH:34][C:35]=2[O:36][CH3:37])[CH:31]=[C:5]2[NH:1][C:2](=[O:7])[NH:3][C:4]2=[O:6])=[CH:16][C:17]2[C:18]([CH3:27])([CH3:26])[CH2:19][CH2:20][C:21]([CH3:24])([CH3:25])[C:22]=2[CH:23]=1. Procedure details: A mixture of 2,4-imidazolidinedione (101 mg, 1.0 mmol), pyrrolidine (0.04 mL, 0.5 mmol) and 3-(3,5,5,8,8-pentamethyl-5,6,7,8-tetrahydronaphthalen-2-yl)-4-methoxy-benzaldehyde (336 mg, 1.0 mmol) in ethanol (15 mL) was heated under reflux for 24 hours, allowed to cool to room temperature and extracted with ethyl acetate (2×100 mL). The organic extracts were washed with saturated aqueous NH4Cl (60 mL), saturated NH4Cl (70 mL), saturated aqueous NaCl (60 mL), dried over MgSO4 and filtered. Removal o... Reactants: C(C)OP(=O)(CCCCC1=CC=CC=C1)CC(=O)N1CC2=CC=CC=C2C[C@H]1C(=O)OCC1=CC=CC=C1 ((S)-1,2,3,4-tetrahydro-2-[[ethoxy(4-phenylbutyl)phosphinyl]acetyl]-3-isoquinolinecarboxylic acid, phenylmethyl ester), Br[Si](C)(C)C (bromotrimethylsilane). The solvent is ClCCl (dichloromethane). Reaction conditions: time 16 hour. Yields the product OP(=O)(CCCCC1=CC=CC=C1)CC(=O)N1CC2=CC=CC=C2C[C@H]1C(=O)OCC1=CC=CC=C1 ((S)-1,2,3,4-tetrahydro-2-[[hydroxy(4-phenylbutyl)phosphinyl]-acetyl]-3-isoquinolinecarboxylic acid, phenylmethyl ester). Reaction SMILES: C([O:3][P:4]([CH2:16][C:17]([N:19]1[C@H:28]([C:29]([O:31][CH2:32][C:33]2[CH:38]=[CH:37][CH:36]=[CH:35][CH:34]=2)=[O:30])[CH2:27][C:26]2[C:21](=[CH:22][CH:23]=[CH:24][CH:25]=2)[CH2:20]1)=[O:18])([CH2:6][CH2:7][CH2:8][CH2:9][C:10]1[CH:15]=[CH:14][CH:13]=[CH:12][CH:11]=1)=[O:5])C.Br[Si](C)(C)C>ClCCl>[OH:5][P:4]([CH2:16][C:17]([N:19]1[C@H:28]([C:29]([O:31][CH2:32][C:33]2[CH:38]=[CH:37][CH:36]=[CH:35][CH:34]=2)=[O:30])[CH2:27][C:26]2[C:21](=[CH:22][CH:23]=[CH:24][CH:25]=2)[CH2:20]1)=[O:18])([CH2:6][CH2:7][CH2:8][CH2:9][C:10]1[CH:11]=[CH:12][CH:13]=[CH:14][CH:15]=1)=[O:3]. Procedure: A solution of (S)-1,2,3,4-tetrahydro-2-[[ethoxy(4-phenylbutyl)phosphinyl]acetyl]-3-isoquinolinecarboxylic acid, phenylmethyl ester (1.07 g., 2.0 mmole) from Example 1(e) in dry dichloromethane (5 ml.) is treated with bromotrimethylsilane (0.4 ml., 3 mmole) and stirred at room temperature under argon for 16 hours. The mixture is evaporated to dryness and the residue is partitioned between ethyl acetate-water. The ethyl acetate phase is washed with saturated sodium chloride solution, dried (Na2SO4... The reactants are CC1(OC(C(O1)=CC(=O)Cl)=O)C ((2,2-dimethyl-5-oxo-[1,3]dioxolan-4-ylidene)-acetyl chloride), FC=1C=C(CNOC)C=CC1C (N-(3-fluoro-4-methyl-benzyl)-O-methyl-hydroxylamine), compound 1-A. The product is CC1(OC(C(O1)=CC(=O)N(OC)CC1=CC(=C(C=C1)C)F)=O)C (2-(2,2-Dimethyl-5-oxo-[1,3]dioxolan-4-ylidene)-N-(3-fluoro-4-methyl-benzyl)-N-methoxy-acetamide). The yield is 100.0%. As a reaction SMILES: [CH3:1][C:2]1([CH3:12])[O:6][C:5](=[CH:7][C:8](Cl)=[O:9])[C:4](=[O:11])[O:3]1.[F:13][C:14]1[CH:15]=[C:16]([CH:21]=[CH:22][C:23]=1[CH3:24])[CH2:17][NH:18][O:19][CH3:20]>>[CH3:1][C:2]1([CH3:12])[O:6][C:5](=[CH:7][C:8]([N:18]([CH2:17][C:16]2[CH:21]=[CH:22][C:23]([CH3:24])=[C:14]([F:13])[CH:15]=2)[O:19][CH3:20])=[O:9])[C:4](=[O:11])[O:3]1. Procedure: Reaction of (2,2-dimethyl-5-oxo-[1,3]dioxolan-4-ylidene)-acetyl chloride with N-(3-fluoro-4-methyl-benzyl)-O-methyl-hydroxylamine as described in the preparation of compound 1-A gave the title amide as white crystals (100% yield): mp 131° C. (ethyl acetate-hexane). 1HNMR 400 MHz (CDCl3) δ (ppm): 1.75 (6H, s, CH3), 2.25 (3H, broad s, CH3), 3.69 (3H, s, OCH3), 4.77 (2H, s, NCH2), 6.39 (1H, s, CH), 7.0-7.03 (2H, m, aromatics), 7.13 (1H, m, aromatic). Anal. calcd for C16H18FNO5: C, 59.43; H, 5.61; N... Starting materials: Cc1cc(CC(OC(=O)Oc2ccc([N+](=O)[O-])cc2)C(=O)N2CCC(N3CCCCC3)CC2)cc2cn(COCC[Si](C)(C)C)nc12, CN(C)C=O, CCN(C(C)C)C(C)C, O=C1Nc2cc(F)ccc2CN1C1CCNCC1. Product: Cc1cc(CC(OC(=O)N2CCC(N3Cc4ccc(F)cc4NC3=O)CC2)C(=O)N2CCC(N3CCCCC3)CC2)cc2cn(COCC[Si](C)(C)C)nc12. As a reaction SMILES: [C:1]([O:2][CH:3]([C:4]([N:5]1[CH2:6][CH2:7][CH:8]([N:11]2[CH2:12][CH2:13][CH2:14][CH2:15][CH2:16]2)[CH2:9][CH2:10]1)=[O:17])[CH2:18][c:19]1[cH:20][c:21]2[cH:22][n:23]([CH2:29][O:30][CH2:31][CH2:32][Si:33]([CH3:34])([CH3:35])[CH3:36])[n:24][c:25]2[c:26]([CH3:28])[cH:27]1)([O:37][c:39]1[cH:40][cH:41][c:42]([N+:43]([O-:44])=[O:45])[cH:46][cH:47]1)=[O:38].[CH3:75][N:76]([CH3:77])[CH:78]=[O:79].[CH:66]([N:67]([CH:68]([CH3:69])[CH3:70])[CH2:71][CH3:72])([CH3:73])[CH3:74].[F:48][c:49]1[cH:50][cH:51][c:52]2[c:57]([cH:58]1)[NH:56][C:55](=[O:59])[N:54]([CH:60]1[CH2:61][CH2:62][NH:63][CH2:64][CH2:65]1)[CH2:53]2>>[C:1]([O:2][CH:3]([C:4]([N:5]1[CH2:6][CH2:7][CH:8]([N:11]2[CH2:12][CH2:13][CH2:14][CH2:15][CH2:16]2)[CH2:9][CH2:10]1)=[O:17])[CH2:18][c:19]1[cH:20][c:21]2[cH:22][n:23]([CH2:29][O:30][CH2:31][CH2:32][Si:33]([CH3:34])([CH3:35])[CH3:36])[n:24][c:25]2[c:26]([CH3:28])[cH:27]1)(=[O:37])[N:63]1[CH2:62][CH2:61][CH:60]([N:54]2[CH2:53][c:52]3[cH:51][cH:50][c:49]([F:48])[cH:58][c:57]3[NH:56][C:55]2=[O:59])[CH2:65][CH2:64]1.